This data is from the Open Reaction Database (ORD), a public repository of structured organic reaction records. The task is: describe an organic reaction: reactants, conditions, products, and yield Product: O=C(C(=O)c1cnn(CC(F)(F)F)c1)c1cccc(Br)c1. The reactants are FC(F)(F)Cn1cc(C#Cc2cccc(Br)c2)cn1, CC(C)=O, [K+], [Mg+2], O=[Mn](=O)(=O)[O-], [Na+], O=C([O-])O, O=S(=O)([O-])[O-], O. As a reaction SMILES: [Br:1][c:2]1[cH:3][c:4]([C:8]#[C:9][c:10]2[cH:11][n:12][n:13]([CH2:15][C:16]([F:17])([F:18])[F:19])[cH:14]2)[cH:5][cH:6][cH:7]1.[CH3:38][C:39](=[O:40])[CH3:41].[K+:36].[Mg+2:25].[Mn:31]([O-:32])(=[O:33])(=[O:34])=[O:35].[Na+:24].[O-:20][C:21]([OH:22])=[O:23].[O-:26][S:27]([O-:28])(=[O:29])=[O:30].[OH2:37]>>[Br:1][c:2]1[cH:3][c:4]([C:8]([C:9]([c:10]2[cH:11][n:12][n:13]([CH2:15][C:16]([F:17])([F:18])[F:19])[cH:14]2)=[O:37])=[O:20])[cH:5][cH:6][cH:7]1. The reactants are N12CCN(C(CC1)CC2)C2=CC=C(C=C2)N (4-(1,4-diaza-bicyclo[3.2.2]non-4-yl)-phenylamine), FC1=CC=C(C(=O)Cl)C=C1 (4-fluorobenzoyl chloride). Yields the product Cl.N12CCN(C(CC1)CC2)C2=CC=C(C=C2)NC(C2=CC=C(C=C2)F)=O (N-[4-(1,4-Diaza-bicyclo[3.2.2]non-4-yl)-phenyl]-4-fluoro-benzamide hydrochloric acid salt). As a reaction SMILES: [N:1]12[CH2:9][CH2:8][CH:5]([CH2:6][CH2:7]1)[N:4]([C:10]1[CH:15]=[CH:14][C:13]([NH2:16])=[CH:12][CH:11]=1)[CH2:3][CH2:2]2.[F:17][C:18]1[CH:26]=[CH:25][C:21]([C:22]([Cl:24])=[O:23])=[CH:20][CH:19]=1>>[ClH:24].[N:1]12[CH2:9][CH2:8][CH:5]([CH2:6][CH2:7]1)[N:4]([C:10]1[CH:15]=[CH:14][C:13]([NH:16][C:22](=[O:23])[C:21]3[CH:25]=[CH:26][C:18]([F:17])=[CH:19][CH:20]=3)=[CH:12][CH:11]=1)[CH2:3][CH2:2]2 |f:2.3|. Procedure details: Was prepared by Method G from 4-(1,4-diaza-bicyclo[3.2.2]non-4-yl)-phenylamine and 4-fluorobenzoyl chloride. Mp. >270° C. (decomp.). Starting materials: FC1=CC=C(C=C1)O (4-fluorophenol), C(CCC=C)[Si]1(CCC(CC1)C(=O)O)C1=CC=CC=C1 (4-(4-pentenyl)-4-phenyl-4-silacyclohexanecarboxylic acid). Yields the product C(CCC=C)[Si@@H]1CC[C@H](CC1)C(=O)OC1=CC=C(C=C1)F ((4-fluorophenyl) trans-4-(4-pentenyl)-4-silacyclohexanecarboxylate). Reaction SMILES: [F:1][C:2]1[CH:7]=[CH:6][C:5]([OH:8])=[CH:4][CH:3]=1.[CH2:9]([Si:14]1(C2C=CC=CC=2)[CH2:19][CH2:18][CH:17]([C:20](O)=[O:21])[CH2:16][CH2:15]1)[CH2:10][CH2:11][CH:12]=[CH2:13]>>[CH2:9]([Si@H:14]1[CH2:15][CH2:16][C@H:17]([C:20]([O:8][C:5]2[CH:6]=[CH:7][C:2]([F:1])=[CH:3][CH:4]=2)=[O:21])[CH2:18][CH2:19]1)[CH2:10][CH2:11][CH:12]=[CH2:13]. Reported procedure: The general procedure of Example 3 was repeated using (4-fluorophenol and 4-(4-pentenyl)-4-phenyl-4-silacyclohexanecarboxylic acid, thereby obtaining the intended product. Reactants: p-formaldehyde, CC=1C=C(NCC(=O)NC2=C(C=C(C=C2)S(N)(=O)=O)Cl)C=CC1 (2-(3-Methylanilino)-N-(2-chloro-4-sulphamoylphenyl)-acetamide), C(C)O (ethanol), Example 15 ( b ). Run in O (water). The product is CC=1C=C(C=CC1)N1CN(C(C1)=O)C1=C(C=C(C=C1)S(N)(=O)=O)Cl (1-(3-Methylphenyl)-3-(2-chloro-4-sulphamoylphenyl)-imidazolidin-4-one). Reaction SMILES: [CH3:1][C:2]1[CH:3]=[C:4]([CH:21]=[CH:22][CH:23]=1)[NH:5][CH2:6][C:7]([NH:9][C:10]1[CH:15]=[CH:14][C:13]([S:16](=[O:19])(=[O:18])[NH2:17])=[CH:12][C:11]=1[Cl:20])=[O:8].[CH2:24](O)C>O>[CH3:1][C:2]1[CH:3]=[C:4]([N:5]2[CH2:6][C:7](=[O:8])[N:9]([C:10]3[CH:15]=[CH:14][C:13]([S:16](=[O:19])(=[O:18])[NH2:17])=[CH:12][C:11]=3[Cl:20])[CH2:24]2)[CH:21]=[CH:22][CH:23]=1. Reported procedure: 2-(3-Methylanilino)-N-(2-chloro-4-sulphamoylphenyl)-acetamide 3.5 g dissolved in ethanol (100 ml) was reacted with p-formaldehyde (0.6 g) in water (200 ml) as in Example 15 (b) to yield 2.8 g product, m.p. 198°-202°C The reactants are CCOC(OCC)C(C)N(Cc1cccc2ccccc12)C(=O)C(C)N, O=C(O)CONC(=O)NCc1cccc2ccccc12. The product is CCOC(OCC)C(C)N(Cc1cccc2ccccc12)C(=O)C(C)NC(=O)CONC(=O)NCc1cccc2ccccc12. Reaction SMILES: [NH2:21][CH:22]([C:23](=[O:24])[N:25]([CH2:26][c:27]1[cH:28][cH:29][cH:30][c:31]2[cH:32][cH:33][cH:34][cH:35][c:36]12)[CH:37]([CH:38]([O:39][CH2:40][CH3:41])[O:42][CH2:43][CH3:44])[CH3:45])[CH3:46].[c:1]1([CH2:11][NH:12][C:13]([NH:14][O:15][CH2:16][C:17](=[O:18])[OH:19])=[O:20])[cH:2][cH:3][cH:4][c:5]2[cH:6][cH:7][cH:8][cH:9][c:10]12>>[c:1]1([CH2:11][NH:12][C:13]([NH:14][O:15][CH2:16][C:17](=[O:19])[NH:21][CH:22]([C:23](=[O:24])[N:25]([CH2:26][c:27]2[cH:28][cH:29][cH:30][c:31]3[cH:32][cH:33][cH:34][cH:35][c:36]23)[CH:37]([CH:38]([O:39][CH2:40][CH3:41])[O:42][CH2:43][CH3:44])[CH3:45])[CH3:46])=[O:20])[cH:2][cH:3][cH:4][c:5]2[cH:6][cH:7][cH:8][cH:9][c:10]12.